describe an organic reaction: reactants, conditions, products, and yield From a dataset of the Open Reaction Database (ORD), a public repository of structured organic reaction records. Reactants: C1CCOC1, C[Si](C)(C)[N-][Si](C)(C)C, CCOC(=O)C#C[Si](C)(C)C, N#Cc1cc(F)c(Cc2cccc(-c3ccc(F)cc3F)n2)c(F)c1, [Li+]. Yields the product C[Si](C)(C)C#CC(=O)C(c1cccc(-c2ccc(F)cc2F)n1)c1c(F)cc(C#N)cc1F. As a reaction SMILES: [CH2:47]1[O:48][CH2:49][CH2:50][CH2:51]1.[CH3:26][Si:27]([N-:28][Si:29]([CH3:30])([CH3:31])[CH3:32])([CH3:33])[CH3:34].[CH3:36][Si:37]([C:38]#[C:39][C:40](=[O:41])[O:42][CH2:43][CH3:44])([CH3:45])[CH3:46].[F:1][c:2]1[c:3](-[c:9]2[cH:10][cH:11][cH:12][c:13]([CH2:15][c:16]3[c:17]([F:25])[cH:18][c:19]([C:20]#[N:21])[cH:22][c:23]3[F:24])[n:14]2)[cH:4][cH:5][c:6]([F:8])[cH:7]1.[Li+:35]>>[F:1][c:2]1[c:3](-[c:9]2[cH:10][cH:11][cH:12][c:13]([CH:15]([c:16]3[c:17]([F:25])[cH:18][c:19]([C:20]#[N:21])[cH:22][c:23]3[F:24])[C:40]([C:39]#[C:38][Si:37]([CH3:36])([CH3:45])[CH3:46])=[O:41])[n:14]2)[cH:4][cH:5][c:6]([F:8])[cH:7]1. Reactants: Example 69 ( 9 ), C1(CCCCC1)C(C1=C(SC(=C1)C1=CC=C(C=C1)C(F)(F)F)CC)NC1=CC=C(C(=O)O)C=C1 (4-[(cyclohexyl{2-ethyl-5-[4-(trifluoromethyl)phenyl]thiophen-3-yl}methyl)amino]benzoic acid), CNCCC(=O)OCC (ethyl 3-(methylamino)propanoate). Yields the product C1(CCCCC1)C(C1=C(SC(=C1)C1=CC=C(C=C1)C(F)(F)F)CC)NC1=CC=C(C=C1)C(=O)N(CCC(=O)O)C (3-[({4-[(cyclohexyl{2-ethyl-5-[4-(trifluoromethyl)phenyl]thiophen-3-yl}methyl)amino]phenyl}carbonyl)(methyl)amino]propanoic acid). Isolated yield 46.1%. Reaction SMILES: [CH:1]1([CH:7]([NH:25][C:26]2[CH:34]=[CH:33][C:29]([C:30]([OH:32])=O)=[CH:28][CH:27]=2)[C:8]2[CH:12]=[C:11]([C:13]3[CH:18]=[CH:17][C:16]([C:19]([F:22])([F:21])[F:20])=[CH:15][CH:14]=3)[S:10][C:9]=2[CH2:23][CH3:24])[CH2:6][CH2:5][CH2:4][CH2:3][CH2:2]1.[CH3:35][NH:36][CH2:37][CH2:38][C:39]([O:41]CC)=[O:40]>>[CH:1]1([CH:7]([NH:25][C:26]2[CH:27]=[CH:28][C:29]([C:30]([N:36]([CH3:35])[CH2:37][CH2:38][C:39]([OH:41])=[O:40])=[O:32])=[CH:33][CH:34]=2)[C:8]2[CH:12]=[C:11]([C:13]3[CH:18]=[CH:17][C:16]([C:19]([F:21])([F:22])[F:20])=[CH:15][CH:14]=3)[S:10][C:9]=2[CH2:23][CH3:24])[CH2:2][CH2:3][CH2:4][CH2:5][CH2:6]1. Procedure details: An operation similar to that in Example 69 (9) was performed using 4-[(cyclohexyl{2-ethyl-5-[4-(trifluoromethyl)phenyl]thiophen-3-yl}methyl)amino]benzoic acid (143 mg) synthesized in Example 71 (2) and ethyl 3-(methylamino)propanoate (45.9 mg) to give the title compound (77.4 mg, 46%). Starting materials: C(C)(=O)O (acetic acid), BrC=1N=NC(=CC1Br)C(F)(F)F (3,4-Dibromo-6-trifluoromethyl-pyridazine), solution, C[O-].[Na+] (sodium methoxide). Run in CO (methanol), CO (methanol). Conditions: temperature 0 celsius, time 1 hour. The product is BrC=1N=NC(=CC1OC)C(F)(F)F (3-Bromo-4-methoxy-6-trifluoromethyl-pyridazine). The yield is 64.0%. RXN SMILES: [Br:1][C:2]1[N:3]=[N:4][C:5]([C:9]([F:12])([F:11])[F:10])=[CH:6][C:7]=1Br.C[O-].[Na+].[C:16](O)(=[O:18])C>CO>[Br:1][C:2]1[N:3]=[N:4][C:5]([C:9]([F:12])([F:11])[F:10])=[CH:6][C:7]=1[O:18][CH3:16] |f:1.2|. Reported procedure: To a stirred solution of 3,4-dibromo-6-trifluoromethyl-pyridazine (D5) (1.48 g, 4.85 mmol) in methanol at 0° C., was added a 30% solution of sodium methoxide in methanol (0.8 ml, 4.67 mol). The reaction mixture was stirred at 0° C. for 1 h. After this period, the reaction mixture was neutralized by acetic acid addition and the solvent evaporated in vacuo. The crude product was purified by flash column chromatography (silica gel; 3% ammonia in methanol (7M)/dichloromethane). The desired fractions... The reactants are C1CCOC1, CS, CC(Oc1ccc(Oc2ccc(OC(F)(F)F)cc2)cc1)C(=O)Cl, c1ccncc1. Product: CC(Oc1ccc(Oc2ccc(OC(F)(F)F)cc2)cc1)C(=O)O. Reaction SMILES: [CH2:25]1[CH2:28][CH2:27][CH2:26][O:29]1.[CH3:30][SH:31].[F:1][C:2]([O:3][c:4]1[cH:5][cH:6][c:7]([O:8][c:9]2[cH:10][cH:11][c:12]([O:13][CH:14]([C:15](=[O:16])[Cl:17])[CH3:18])[cH:19][cH:20]2)[cH:21][cH:22]1)([F:23])[F:24].[cH:32]1[cH:33][cH:34][n:35][cH:36][cH:37]1>>[F:1][C:2]([O:3][c:4]1[cH:5][cH:6][c:7]([O:8][c:9]2[cH:10][cH:11][c:12]([O:13][CH:14]([C:15](=[O:16])[OH:29])[CH3:18])[cH:19][cH:20]2)[cH:21][cH:22]1)([F:23])[F:24]. The reactants are CS(=O)(=O)Cl, CC1(C)CC(c2ccccc2N)Nc2ccc(Cl)cc21, ClCCl, c1ccncc1. The product is CC1(C)CC(c2ccccc2NS(C)(=O)=O)Nc2ccc(Cl)cc21. RXN SMILES: [CH3:27][S:28]([Cl:29])(=[O:30])=[O:31].[Cl:1][c:2]1[cH:3][c:4]2[c:9]([cH:10][cH:11]1)[NH:8][CH:7]([c:12]1[c:13]([NH2:14])[cH:15][cH:16][cH:17][cH:18]1)[CH2:6][C:5]2([CH3:19])[CH3:20].[Cl:32][CH2:33][Cl:34].[cH:21]1[cH:22][cH:23][n:24][cH:25][cH:26]1>>[Cl:1][c:2]1[cH:3][c:4]2[c:9]([cH:10][cH:11]1)[NH:8][CH:7]([c:12]1[c:13]([NH:14][S:28]([CH3:27])(=[O:30])=[O:31])[cH:15][cH:16][cH:17][cH:18]1)[CH2:6][C:5]2([CH3:19])[CH3:20]. Starting materials: C(C)(C)(C)OC(NC(C)(C)C(NC(COCC1=CC=CC=C1)C(N(CC)CC=1C(NS(C1C1=CC=C(C=C1)Cl)(=O)=O)(C)C)=O)=O)=O ([1-(2-benzyloxy-1-{[5-(4-chloro-phenyl)-3,3-dimethyl-1,1-dioxo-2,3-dihydro-1H-1λ6-isothiazol-4-ylmethyl]-ethyl-carbamoyl}-ethylcarbamoyl)-1-methyl-ethyl]-carbamic acid tert-butyl ester), FC(C(=O)O)(F)F (trifluoroacetic acid). The solvent is ClCCl (dichloromethane). Run at time 2 hour. Yields the product Cl.NC(C(=O)NC(COCC1=CC=CC=C1)C(N(CC)CC=1C(NS(C1C1=CC=C(C=C1)Cl)(=O)=O)(C)C)=O)(C)C (2-Amino-N-(2-benzyloxy-1-{[5-(4-chloro-phenyl)-3,3-dimethyl-1,1-dioxo-2,3-dihydro-1H-1λ6-isothiazol-4-ylmethyl]-ethyl-carbamoyl}-ethyl)-2-methyl-propionamide hydrochloride). RXN SMILES: C(OC(=O)[NH:7][C:8]([C:11](=[O:45])[NH:12][CH:13]([C:23](=[O:44])[N:24]([CH2:27][C:28]1[C:29]([CH3:43])([CH3:42])[NH:30][S:31](=[O:41])(=[O:40])[C:32]=1[C:33]1[CH:38]=[CH:37][C:36]([Cl:39])=[CH:35][CH:34]=1)[CH2:25][CH3:26])[CH2:14][O:15][CH2:16][C:17]1[CH:22]=[CH:21][CH:20]=[CH:19][CH:18]=1)([CH3:10])[CH3:9])(C)(C)C.FC(F)(F)C(O)=O>ClCCl>[ClH:39].[NH2:7][C:8]([CH3:9])([CH3:10])[C:11]([NH:12][CH:13]([C:23](=[O:44])[N:24]([CH2:27][C:28]1[C:29]([CH3:43])([CH3:42])[NH:30][S:31](=[O:41])(=[O:40])[C:32]=1[C:33]1[CH:34]=[CH:35][C:36]([Cl:39])=[CH:37][CH:38]=1)[CH2:25][CH3:26])[CH2:14][O:15][CH2:16][C:17]1[CH:22]=[CH:21][CH:20]=[CH:19][CH:18]=1)=[O:45] |f:3.4|. Reported procedure: The compound from above, [1-(2-benzyloxy-1-{[5-(4-chloro-phenyl)-3,3-dimethyl-1,1-dioxo-2,3-dihydro-1H-1λ6-isothiazol-4-ylmethyl]-ethyl-carbamoyl}-ethylcarbamoyl)-1-methyl-ethyl]-carbamic acid tert-butyl ester (1.00 g, 1.48 mmol) was dissolved in dichloromethane (30 mL) and trifluoroacetic acid added (5 mL) and the mixture stirred for 2 hours at room temperature. The mixture was concentrated in vacuo and the residue treated with saturated aqueous sodium bicarbonate followed by extraction with et... Reported procedure: 28 mL of POCl3 are added to 39 mL stirred, cooled N,N-dimethylformamide, followed by 16 g of p-cyanophenylacetic. After 1 hour, the reaction mixture is heated at 80-90° C. until carbon dioxide is no longer evolved, about 6 hours. The mixture is cooled to room temperature, mixed within 100 g of ice, and the aqueous mixture is shaken with a small amount of charcoal. The aqueous solution is made basic with potassium carbonate and extracted 3 times with 200 mL portions of dichloromethane. The combin... Product: C(=O)(O)C1=CC=C(C=C1)C(C=O)C=O (p-carboxyphenylmalonaldehyde). Solvent: O (water), O (water). Starting materials: O=P(Cl)(Cl)Cl (POCl3), Cl.NC1=CC=CC=C1 (aniline hydrochloride), C (charcoal), C([O-])([O-])=O.[K+].[K+] (potassium carbonate), [OH-].[Na+] (NaOH), CN(C=O)C (N,N-dimethylformamide), Cl (hydrochloric acid), carboxylate, C(=O)=O (carbon dioxide), ice, nitrile. As a reaction SMILES: O=P(Cl)(Cl)Cl.[C:6](=[O:8])=[O:7].[CH4:9].[C:10](=[O:13])([O-])[O-].[K+].[K+].[OH-].[Na+].Cl.Cl.N[C:21]1[CH:26]=[CH:25][CH:24]=[CH:23][CH:22]=1.CN(C)[CH:29]=[O:30]>O>[C:6]([C:24]1[CH:25]=[CH:26][C:21]([CH:9]([CH:10]=[O:13])[CH:29]=[O:30])=[CH:22][CH:23]=1)([OH:8])=[O:7] |f:3.4.5,6.7,9.10|. Run at time 1 hour. The solvent is C(C)O (ethanol). Product: OC1=C(CNC(C)(CCC(C)(C)NCC2=C(C=CC=C2)O)C)C=CC=C1 (N,N'-bis-(2-hydroxybenzyl)-2,5-diamino-2,5-dimethyl-hexane). The reactants are C(C=1C(O)=CC=CC1)=O (salicylaldehyde), NC(C)(CCC(C)(C)N)C (2,5-diamino-2,5-dimethylhexane). Procedure: 55.0 g of a bisazomethine prepared from 2 mols of salicylaldehyde and 1 mol of 2,5-diamino-2,5-dimethylhexane and with a melting point of 111°-112° C. are hydrogenated for 2 hours in 250 ml of ethanol in an autoclave in the presence of 5.5 g of Raney nickel at 100° C. and under a pressure of 80 atmospheres. The catalyst is filtered off and the filtrate is concentrated. The residue is recrystallised from 220 ml of ispropanol, collected by filtration, washed with n-hexane and dried in vacuo, affor... As a reaction SMILES: [CH:1](=O)[C:2]1[C:3](=[CH:5][CH:6]=[CH:7][CH:8]=1)[OH:4].[NH2:10][C:11]([CH3:19])([CH2:13][CH2:14][C:15]([NH2:18])([CH3:17])[CH3:16])[CH3:12]>C(O)C.[Ni]>[OH:4][C:3]1[CH:5]=[CH:6][CH:7]=[CH:8][C:2]=1[CH2:1][NH:10][C:11]([CH3:19])([CH2:13][CH2:14][C:15]([NH:18][CH2:1][C:2]1[CH:8]=[CH:7][CH:6]=[CH:5][C:3]=1[OH:4])([CH3:17])[CH3:16])[CH3:12]. The reagents and catalysts are [Ni] (Raney nickel). The yield is 5.3%. The reactants are C1(CCCCC1)NC1=C(N)C=C(C=C1)C(F)(F)F (2-cyclohexylamino-5-trifluoromethylaniline), C(C(=O)OCC)(=O)OCC (diethyl oxalate). Product: C1(CCCCC1)N1C(C(NC2=CC(=CC=C12)C(F)(F)F)=O)=O (1-cyclohexyl-6-trifluoromethyl-2,3(1H,4H)-quinoxalinedione). Reaction SMILES: [CH:1]1([NH:7][C:8]2[CH:14]=[CH:13][C:12]([C:15]([F:18])([F:17])[F:16])=[CH:11][C:9]=2[NH2:10])[CH2:6][CH2:5][CH2:4][CH2:3][CH2:2]1.[C:19](OCC)(=[O:25])[C:20](OCC)=[O:21]>>[CH:1]1([N:7]2[C:8]3[C:9](=[CH:11][C:12]([C:15]([F:16])([F:17])[F:18])=[CH:13][CH:14]=3)[NH:10][C:20](=[O:21])[C:19]2=[O:25])[CH2:2][CH2:3][CH2:4][CH2:5][CH2:6]1. Reported procedure: 28 g (0.11 mol) of 2-cyclohexylamino-5-trifluoromethylaniline and 322 g (2.2 mol) of diethyl oxalate were refluxed for 2 hours. The reaction mixture was then concentrated, and the crude product was recrystallized from ethanol. Reaction SMILES: S[C:2]1[N:3]([CH3:7])[CH:4]=[CH:5][N:6]=1.C([Li])(C)(C)C.[Cl:13][C:14]1[CH:45]=[CH:44][C:17]([C:18]([C:20]2[CH:21]=[C:22]3[C:27](=[CH:28][CH:29]=2)[N:26]([CH3:30])[C:25](=[O:31])[CH:24]=[C:23]3[C:32]2[CH:37]=[CH:36][CH:35]=[C:34]([Si:38]([CH3:41])([CH3:40])[CH3:39])[C:33]=2[C:42]#[CH:43])=[O:19])=[CH:16][CH:15]=1>C1COCC1>[Cl:13][C:14]1[CH:15]=[CH:16][C:17]([C:18]([OH:19])([C:4]2[N:3]([CH3:7])[CH:2]=[N:6][CH:5]=2)[C:20]2[CH:21]=[C:22]3[C:27](=[CH:28][CH:29]=2)[N:26]([CH3:30])[C:25](=[O:31])[CH:24]=[C:23]3[C:32]2[CH:33]=[CH:42][CH:43]=[C:36]([C:35]#[C:34][Si:38]([CH3:41])([CH3:39])[CH3:40])[CH:37]=2)=[CH:44][CH:45]=1. Yields the product ClC1=CC=C(C=C1)C(C=1C=C2C(=CC(N(C2=CC1)C)=O)C1=CC(=CC=C1)C#C[Si](C)(C)C)(C=1N(C=NC1)C)O (6-[(4-Chloro-phenyl)-hydroxy-(3-methyl-3H-imidazol-4-yl)-methyl]-1-methyl-4-(3-trimethylsilanylethynyl-phenyl)-1H-quinolin-2-one). Procedure: 2-Mercapto-1-methylimidazole (2.08 g, 18.2 mMol) was dissolved in anhydrous THF (200 mL) under an atmosphere of dry N2. The solution was cooled to −78° C. and a solution of tert-butyl lithium (1.7 M in pentane, 22 mL, 37 mMol) was added. The solution was then warmed to 0° C. After a yellow precipitate formed, the solution was cooled to −78° C. and a solution of 6-(4chloro-benzoyl)-1-methyl-4-(3-trimethylsilanyl ethynyl-phenyl)-1H-quinolin-2-one (8.55 g, 18.2 mMol) in anhydrous THF (25 mL) was ad... Reactants: C(C)(C)(C)[Li] (tert-butyl lithium), SC=1N(C=CN1)C (2-Mercapto-1-methylimidazole), ClC1=CC=C(C(=O)C=2C=C3C(=CC(N(C3=CC2)C)=O)C2=C(C(=CC=C2)[Si](C)(C)C)C#C)C=C1 (6-(4chloro-benzoyl)-1-methyl-4-(3-trimethylsilanyl ethynyl-phenyl)-1H-quinolin-2-one). Isolated yield 49.8%. The solvent is C1CCOC1 (THF), C1CCOC1 (THF). Conditions: temperature -78 celsius, time 30 minute.